From a dataset of the Open Reaction Database (ORD), a public repository of structured organic reaction records. describe an organic reaction: reactants, conditions, products, and yield The reactants are C1=CC=CC=2C3=CC=CC=C3C(C12)COC(N[C@@H]1[C@H](C(CCC1)(F)F)NC(=O)C=1SC(=C(C1)C1=CN=C2N1N=CC=C2)C(F)F)=O (9H-fluoren-9-ylmethyl[(1S,2R)-2-({[5-(difluoromethyl)-4-(imidazo[1,2-b]pyridazin-3-yl)thiophen-2-yl]carbonyl}amino)-3,3-difluorocyclohexyl]carbamate), N1CCCCC1 (piperidine). Run in O (water), CN(C)C=O (DMF). Conditions: time 1 hour. The product is N[C@H]1CCCC([C@@H]1NC(=O)C=1SC(=C(C1)C1=CN=C2N1N=CC=C2)C(F)F)(F)F (N-[(1R,6S)-6-Amino-2,2-difluorocyclohexyl]-5-(difluoromethyl)-4-(imidazo[1,2-b]pyridazin-3-yl)thiophene-2-carboxamide). Reaction SMILES: C1C2C(COC(=O)[NH:17][C@H:18]3[CH2:23][CH2:22][CH2:21][C:20]([F:25])([F:24])[C@@H:19]3[NH:26][C:27]([C:29]3[S:30][C:31]([CH:43]([F:45])[F:44])=[C:32]([C:34]4[N:38]5[N:39]=[CH:40][CH:41]=[CH:42][C:37]5=[N:36][CH:35]=4)[CH:33]=3)=[O:28])C3C(=CC=CC=3)C=2C=CC=1.N1CCCCC1>CN(C=O)C.O>[NH2:17][C@@H:18]1[C@@H:19]([NH:26][C:27]([C:29]2[S:30][C:31]([CH:43]([F:44])[F:45])=[C:32]([C:34]3[N:38]4[N:39]=[CH:40][CH:41]=[CH:42][C:37]4=[N:36][CH:35]=3)[CH:33]=2)=[O:28])[C:20]([F:24])([F:25])[CH2:21][CH2:22][CH2:23]1. Procedure: To a stirred solution of 9H-fluoren-9-ylmethyl[(1S,2R)-2-({[5-(difluoromethyl)-4-(imidazo[1,2-b]pyridazin-3-yl)thiophen-2-yl]carbonyl}amino)-3,3-difluorocyclohexyl]carbamate (27 mg, 0.042 mmol) in DMF (0.8 mL) was added piperidine (0.08 mL, 0.83 mmol). The mixture was left to stir for 1 h, diluted with water, and extracted with EtOAc. The organic layer was dried, concentrated, and purified by flash chromatography to afford the title compound. 1H NMR (500 MHz, CD3SOCD3) δ 8.38 (s, 1H); 8.72 (d, 1... Reactants: ice water, [OH-].[Na+] (sodium hydroxide), Cl.N12C(CC(CC1)CC2)=O (Quinuclidone HCl), [N-]=[N+]=[N-].[Na+] (NaN3). The solvent is O (water), S(O)(O)(=O)=O (sulfuric acid), O (water). Reaction conditions: temperature 0 celsius, time 4 hour. Product: O=C1CN2CCC(N1)CC2 (3-oxo-1,4-diazabicyclo[3.2.2]nonane). The yield is 54.6%. As a reaction SMILES: Cl.[N:2]12[CH2:9][CH2:8][CH:5]([CH2:6][CH2:7]1)[CH2:4][C:3]2=O.[N-:11]=[N+]=[N-].[Na+].[OH-:15].[Na+]>S(=O)(=O)(O)O.O>[O:15]=[C:4]1[NH:11][CH:5]2[CH2:8][CH2:9][N:2]([CH2:7][CH2:6]2)[CH2:3]1 |f:0.1,2.3,4.5|. Procedure details: Quinuclidone HCl (200 g, 1.24 moles) was dissolved in concentrated sulfuric acid (500 ml) and chilled to 0°-5° C. in a very large ice-water bath. NaN3 (200 g, 3.07 moles) was added in small portions over 2 hours. The resulting mixture was stirred at 0° C. for 4 hours. The reaction mixture was then slowly and carefully diluted with 1 liter of water and slowly quenched with a solution of sodium hydroxide (900 g, 22.5 moles) in 1.5 liters of water. After the quench, the pH of the reaction mixture w... The reactants are CCOc1ccccc1NC(=O)OC(C)(C)C, ClCCl. Product: CCOc1ccccc1N. As a reaction SMILES: [C:1]([O:2][C:3](=[O:4])[NH:7][c:8]1[c:9]([O:14][CH2:15][CH3:16])[cH:10][cH:11][cH:12][cH:13]1)([CH3:5])([CH3:6])[CH3:17].[Cl:18][CH2:19][Cl:20]>>[NH2:7][c:8]1[c:9]([O:14][CH2:15][CH3:16])[cH:10][cH:11][cH:12][cH:13]1. Reactants: ClC1=C(C=CC=C1)C1=CCC(CC1)=O (1-(2-chlorophenyl)-1-cyclohexen-4-one). The reagents and catalysts are [Pd] (palladium on charcoal). Solvent: C(C)O (ethanol). Yields the product ClC1=C(C=CC=C1)C1CCC(CC1)=O (4-(2-chlorophenyl)cyclohexanone). Reaction SMILES: [Cl:1][C:2]1[CH:7]=[CH:6][CH:5]=[CH:4][C:3]=1[C:8]1[CH2:13][CH2:12][C:11](=[O:14])[CH2:10][CH:9]=1>[Pd].C(O)C>[Cl:1][C:2]1[CH:7]=[CH:6][CH:5]=[CH:4][C:3]=1[CH:8]1[CH2:9][CH2:10][C:11](=[O:14])[CH2:12][CH2:13]1. Reported procedure: This compound is prepared in a manner analogous to that of Step C of Example 2 by the hydrogenation of 6.5 grams (0.026 mole) of 1-(2-chlorophenyl)-1-cyclohexen-4-one in the presence of 0.4 gram (catalyst) of 10% palladium on charcoal in 50 mL of ethanol, yielding 4-(2-chlorophenyl)cyclohexanone. Reactants: C(C=C(C)CCC=C(C)CCC=C(C)C)SC[C@H](N)C(=O)O (S-farnesylcysteine), C(C1=CC=CC=C1)(=O)Cl (benzoylchloride), Cl (HCl), ester, [OH-].[Na+] (sodium hydroxide). Run in C(C)(=O)OCC.C(C)N(CC)CC (ethyl acetate triethylamine), CO (methanol). Yields the product C(C1=CC=CC=C1)(=O)N[C@@H](CSCC=C(C)CCC=C(C)CCC=C(C)C)C(=O)O (N-benzoyl-S-farnesylcysteine). RXN SMILES: [CH2:1]([S:16][CH2:17][C@@H:18]([C:20]([OH:22])=[O:21])[NH2:19])[CH:2]=[C:3]([CH2:5][CH2:6][CH:7]=[C:8]([CH2:10][CH2:11][CH:12]=[C:13]([CH3:15])[CH3:14])[CH3:9])[CH3:4].[C:23](Cl)(=[O:30])[C:24]1[CH:29]=[CH:28][CH:27]=[CH:26][CH:25]=1.Cl.[OH-].[Na+]>C(OCC)(=O)C.C(N(CC)CC)C.CO>[C:23]([NH:19][C@H:18]([C:20]([OH:22])=[O:21])[CH2:17][S:16][CH2:1][CH:2]=[C:3]([CH2:5][CH2:6][CH:7]=[C:8]([CH2:10][CH2:11][CH:12]=[C:13]([CH3:15])[CH3:14])[CH3:9])[CH3:4])(=[O:30])[C:24]1[CH:29]=[CH:28][CH:27]=[CH:26][CH:25]=1 |f:3.4,5.6|. Reported procedure: S-farnesylcysteine was dissolved in dry ethyl acetate/triethylamine in a dry flask under nitrogen. equivalents of benzoylchloride was added in the cold and the suspension was allowed to stir for an hour. The solution was neutralized with dilute HCl. After evaporation, the product was applied to a preparative thin layer chromatography plate and eluted with hexane/ethyl acetate. The pure product was removed from the plate and eluted with methanol. Yields were in the range of 50-75%. The product sh... Starting materials: N([C@@H]([C@H](OC(C)(C)C)C)C(=O)N[C@@H](COC(C)(C)C)C(=O)OC)C(=O)OCC1=CC=CC=C1 (Z-Thr(But)-Ser(But)-OMe). Reagents/catalysts: [Pd] (palladium on charcoal). Solvent: C(C)(=O)OCC (ethyl acetate). The product is N[C@@H]([C@H](OC(C)(C)C)C)C(=O)N[C@@H](COC(C)(C)C)C(=O)OC (H-Thr(But)-Ser(But)-OMe). RXN SMILES: [NH:1](C(OCC1C=CC=CC=1)=O)[C@H:2]([C:10]([NH:12][C@H:13]([C:20]([O:22][CH3:23])=[O:21])[CH2:14][O:15][C:16]([CH3:19])([CH3:18])[CH3:17])=[O:11])[C@@H:3]([CH3:9])[O:4][C:5]([CH3:8])([CH3:7])[CH3:6]>C(OCC)(=O)C.[Pd]>[NH2:1][C@H:2]([C:10]([NH:12][C@H:13]([C:20]([O:22][CH3:23])=[O:21])[CH2:14][O:15][C:16]([CH3:19])([CH3:18])[CH3:17])=[O:11])[C@@H:3]([CH3:9])[O:4][C:5]([CH3:8])([CH3:7])[CH3:6]. Reported procedure: 3.27 g of Z-Thr(But)-Ser(But)-OMe in 50 ml of ethyl acetate are hydrogenated in the presence of 0.5 g of palladium on charcoal (10% strength). After the absorption of hydrogen has ceased (1 hour), the catalyst is filtered off and the solution is evaporated. The product, which is obtained as an oil, is a single substance according to thin layer chromatography. Reactants: CC(=O)O, CC#N, CO, O=C(O)c1cccc(Cl)c1[N+](=O)[O-]. Product: COC(=O)c1cccc(Cl)c1[N+](=O)[O-]. As a reaction SMILES: [C:14]([OH:15])(=[O:16])[CH3:17].[C:18](#[N:19])[CH3:20].[CH3:21][OH:22].[Cl:1][c:2]1[c:3]([N+:11](=[O:12])[O-:13])[c:4]([C:5](=[O:6])[OH:7])[cH:8][cH:9][cH:10]1>>[Cl:1][c:2]1[c:3]([N+:11](=[O:12])[O-:13])[c:4]([C:5](=[O:6])[O:7][CH3:14])[cH:8][cH:9][cH:10]1.